This data is from the Open Reaction Database (ORD), a public repository of structured organic reaction records. The task is: describe an organic reaction: reactants, conditions, products, and yield Starting materials: [N+](=O)([O-])C1=C(CO)C=CC=C1 (2-nitrobenzyl alcohol), C(C1=CC=CC=C1)N=C=O (benzyl isocyanate). Run in C1(=CC=CC=C1)C (toluene), C1(=CC=CC=C1)C (toluene). Yields the product C(C1=CC=CC=C1)NC(OCC1=C(C=CC=C1)[N+](=O)[O-])=O (o-nitrobenzyl benzylcarbamate). Yield: 67.9%. Reaction SMILES: [N+:1]([C:4]1[CH:11]=[CH:10][CH:9]=[CH:8][C:5]=1[CH2:6][OH:7])([O-:3])=[O:2].[CH2:12]([N:19]=[C:20]=[O:21])[C:13]1[CH:18]=[CH:17][CH:16]=[CH:15][CH:14]=1>C1(C)C=CC=CC=1>[CH2:12]([NH:19][C:20](=[O:21])[O:7][CH2:6][C:5]1[CH:8]=[CH:9][CH:10]=[CH:11][C:4]=1[N+:1]([O-:3])=[O:2])[C:13]1[CH:18]=[CH:17][CH:16]=[CH:15][CH:14]=1. Procedure details: 10 ml of toluene, 5.75 g of 2-nitrobenzyl alcohol and 5 g of benzyl isocyanate were heated to reflux for 3 hours in a nitrogen atmosphere. Following cooling of the mixture, 50 ml of toluene was added. This reaction solution was washed several times with water, and was then dehydrated with sodium sulfate. The sodium sulfate was then filtered out, and the solvent was removed from the filtrate by means of a rotary evaporator. The solid obtained was recrystallized from a hexane-toluene mixed solvent... Starting materials: CN1C=CC2=CC(=CC=C12)C#C[Si](C)(C)C (1-methyl-5-trimethylsilanylethynyl-1H-indole), [Cl-].[Li+] (lithium chloride), C(CCC)C(=C(CCCC)CCCC)[Sn] (tributylvinyltin). Reagents/catalysts: C1([P]([Pd][P](C2=CC=CC=C2)(C3=CC=CC=C3)C4=CC=CC=C4)(C5=CC=CC=C5)C6=CC=CC=C6)=CC=CC=C1 (bis(triphenylphosphine)palladium). The solvent is CN(C)C=O (DMF). Reaction conditions: temperature 80 celsius. The product is CN1C=CC2=CC(=CC=C12)C=C (1-Methyl-5-vinyl-1H-indole). Isolated yield 94.6%. As a reaction SMILES: [CH3:1][N:2]1[C:10]2[C:5](=[CH:6][C:7]([C:11]#[C:12][Si](C)(C)C)=[CH:8][CH:9]=2)[CH:4]=[CH:3]1.[Cl-].[Li+].C(C([Sn])=C(CCCC)CCCC)CCC>CN(C=O)C.C1(C=CC=CC=1)[P](C1C=CC=CC=1)(C1C=CC=CC=1)[Pd][P](C1C=CC=CC=1)(C1C=CC=CC=1)C1C=CC=CC=1>[CH3:1][N:2]1[C:10]2[C:5](=[CH:6][C:7]([CH:11]=[CH2:12])=[CH:8][CH:9]=2)[CH:4]=[CH:3]1 |f:1.2,^1:20,44,58|. Reported procedure: To a solution of 1-methyl-5-trimethylsilanylethynyl-1H-indole (0.50 g, 1.95 mmol) in DMF (10 mL) were added lithium chloride (0.32 mg, 7.59 mmol), bis(triphenylphosphine)palladium (II) (0.225 g, 0.195 mmol) and tributylvinyltin (0.80 g, 2.52 mmol). The resulting suspension was heated at 80° C. for 2 h and cooled to room temperature. The reaction mixture was filtered through Celite pad washing with ethyl acetate, organic solvents were evaporated in vacuo. The residue was purified by column chroma... Starting materials: CC#N, ClCc1ccc(Cl)cc1, [K+], [K+], NC1CCCCNC1, O=C([O-])[O-]. The product is NC1CCCCN(Cc2ccc(Cl)cc2)C1. Reaction SMILES: [CH3:24][C:25]#[N:26].[Cl:1][c:2]1[cH:3][cH:4][c:5]([CH2:6][Cl:7])[cH:8][cH:9]1.[K+:10].[K+:11].[NH2:16][CH:17]1[CH2:18][NH:19][CH2:20][CH2:21][CH2:22][CH2:23]1.[O-:12][C:13]([O-:14])=[O:15]>>[Cl:1][c:2]1[cH:3][cH:4][c:5]([CH2:6][N:19]2[CH2:18][CH:17]([NH2:16])[CH2:23][CH2:22][CH2:21][CH2:20]2)[cH:8][cH:9]1. Starting materials: Cl.COC=1C=C(C=CC1)C=1CNCCC1 (3-(3-methoxyphenyl)-1,2,5,6-tetrahydropyridine hydrochloride), C([O-])([O-])=O.[Na+].[Na+] (sodium carbonate), C(CC1=CC=CC=C1)Br (phenethyl bromide). The solvent is CC(=O)C (acetone). Yields the product COC=1C=C(C=CC1)C=1CN(CCC1)CCC1=CC=CC=C1 (3-(3-methoxyphenyl)-1-phenethyl-1,2,5,6-tetrahydropyridine). Reaction SMILES: Cl.[CH3:2][O:3][C:4]1[CH:5]=[C:6]([C:10]2[CH2:11][NH:12][CH2:13][CH2:14][CH:15]=2)[CH:7]=[CH:8][CH:9]=1.C(=O)([O-])[O-].[Na+].[Na+].[CH2:22](Br)[CH2:23][C:24]1[CH:29]=[CH:28][CH:27]=[CH:26][CH:25]=1>CC(C)=O>[CH3:2][O:3][C:4]1[CH:5]=[C:6]([C:10]2[CH2:11][N:12]([CH2:22][CH2:23][C:24]3[CH:29]=[CH:28][CH:27]=[CH:26][CH:25]=3)[CH2:13][CH2:14][CH:15]=2)[CH:7]=[CH:8][CH:9]=1 |f:0.1,2.3.4|. Procedure: A mixture of 5 g of 3-(3-methoxyphenyl)-1,2,5,6-tetrahydropyridine hydrochloride, 100 ml of acetone, 7 g of sodium carbonate and 3.5 ml of phenethyl bromide was refluxed for 16 hours and was filtered. The filtrate was evaporated to dryness and the residue was chromatographed over silica gel. The elution with a 7-3 cyclohexane-ethyl acetate mixture yielded 6.2 g of 3-(3-methoxyphenyl)-1-phenethyl-1,2,5,6-tetrahydropyridine. Reactants: CCN(CC)C(=O)Cl, C1CCOC1, [H-], [Na+], Oc1ccc2ccccc2c1. Product: CCN(CC)C(=O)Oc1ccc2ccccc2c1. Reaction SMILES: [CH2:14]([CH3:15])[N:16]([C:17](=[O:18])[Cl:19])[CH2:20][CH3:21].[CH2:22]1[O:23][CH2:24][CH2:25][CH2:26]1.[H-:2].[Na+:1].[OH:3][c:4]1[cH:5][cH:6][c:7]2[cH:8][cH:9][cH:10][cH:11][c:12]2[cH:13]1>>[O:3]([c:4]1[cH:5][cH:6][c:7]2[cH:8][cH:9][cH:10][cH:11][c:12]2[cH:13]1)[C:17]([N:16]([CH2:14][CH3:15])[CH2:20][CH3:21])=[O:18]. Reactants: O.[OH-].[Li+] (lithium hydroxide monohydrate), NC1=C(C(=O)OCC)C=C(C(=N1)SC)C#N (ethyl 2-amino-5-cyano-6-(methylthio)nicotinate). Solvent: C(C)O (ethanol), O (water). Conditions: temperature 60 celsius, time 2 hour. Product: NC1=C(C(=O)O)C=C(C(=N1)SC)C#N (2-amino-5-cyano-6-(methylthio)nicotinic acid). Isolated yield 99.9%. Reaction SMILES: O.[OH-].[Li+].[NH2:4][C:5]1[N:15]=[C:14]([S:16][CH3:17])[C:13]([C:18]#[N:19])=[CH:12][C:6]=1[C:7]([O:9]CC)=[O:8]>C(O)C.O>[NH2:4][C:5]1[N:15]=[C:14]([S:16][CH3:17])[C:13]([C:18]#[N:19])=[CH:12][C:6]=1[C:7]([OH:9])=[O:8] |f:0.1.2|. Procedure: 3.08 g (2 eq) of lithium hydroxide monohydrate is added at room temperature to a solution of 8.7 g (36.7 mmol) of ethyl 2-amino-5-cyano-6-(methylthio)nicotinate in 87 ml of ethanol and 87 ml of water. The reaction mixture is stirred at 60° C. for 2 hours. The ethanol is evaporated and 1 N aqueous soda is added. The aqueous phase is washed with ethyl acetate and then re-acidified by adding 1 N aqueous hydrogen chloride (pH=1). The precipitate formed is filtered, rinsed with water and with diethyl... Reactants: CS(=O)(=O)OC(C(=O)O)C (2-methanesulfonyloxypropionic acid), C(C)(=O)Cl (acetyl chloride). The product is anhydride, CS(=O)(=O)OC(C(=O)OC(C)=O)C (acetic 2-methanesulfonyloxypropionic anhydride). As a reaction SMILES: [CH3:1][S:2]([O:5][CH:6]([CH3:10])[C:7]([OH:9])=[O:8])(=[O:4])=[O:3].[C:11](Cl)(=[O:13])[CH3:12]>>[CH3:1][S:2]([O:5][CH:6]([CH3:10])[C:7]([O:9][C:11](=[O:13])[CH3:12])=[O:8])(=[O:4])=[O:3]. Reported procedure: The acyl halides can be converted to the symmetrical or mixed acid anhydrides corresponding to the compounds of formula II when Y is acyloxy, by contacting the acyl halide with an appropriate acid. For example, 2-methanesulfonyloxypropionyl chloride is allowed to react with acetic acid to afford the mixed anhydride, acetic 2-methanesulfonyloxypropionic anhydride. Additionally, for example, 2-methanesulfonyloxypropionyl chloride is allowed to react with 2-methanesulfonylotypropionic acid to affor... Starting materials: N (ammonia), C1(CCCCC1)CC(=O)Cl (2-cyclohexylacetyl chloride). The solvent is C(Cl)(Cl)Cl (CHCl3), C(Cl)(Cl)Cl (CHCl3). Yields the product C1(CCCCC1)CC(=O)N (2-cyclohexylacetamide). The yield is 87.8%. RXN SMILES: [NH3:1].[CH:2]1([CH2:8][C:9](Cl)=[O:10])[CH2:7][CH2:6][CH2:5][CH2:4][CH2:3]1>C(Cl)(Cl)Cl>[CH:2]1([CH2:8][C:9]([NH2:1])=[O:10])[CH2:7][CH2:6][CH2:5][CH2:4][CH2:3]1. Procedure details: Aqueous ammonia was added to solution of 2-cyclohexylacetyl chloride (500 mg, 3.11 mmol) in CHCl3 (10 ml). After completion of reaction, the reaction mixture was diluted with CHCl3 (2×30 ml). The organic layer was washed with saturated sodium bicarbonate solution, brine and dried over anhydrous sodium sulfate. The organic layer was concentrated under vacuum, crude compound was washed with hexane (2×8 ml) and dried to afford 400 mg (87.8%) of 2-cyclohexylacetamide. The reactants are CC(C)(C)OC(=O)N1CCCC1C(=O)NC(C)(C(N)=O)c1ccc(Br)cc1, CCO, [Na+], [OH-]. The product is CC1(c2ccc(Br)cc2)NC(=O)NC1=O. As a reaction SMILES: [C:1]([O:2][C:3]([N:4]1[CH2:5][CH2:6][CH2:7][CH:8]1[C:13]([NH:14][C:15]([CH3:16])([C:17]([NH2:18])=[O:19])[c:20]1[cH:21][cH:22][c:23]([Br:26])[cH:24][cH:25]1)=[O:27])=[O:9])([CH3:10])([CH3:11])[CH3:12].[CH3:30][CH2:31][OH:32].[Na+:29].[OH-:28]>>[C:13]1(=[O:27])[NH:14][C:15]([CH3:16])([c:20]2[cH:21][cH:22][c:23]([Br:26])[cH:24][cH:25]2)[C:17](=[O:19])[NH:18]1.